describe an organic reaction: reactants, conditions, products, and yield From a dataset of the Open Reaction Database (ORD), a public repository of structured organic reaction records. The reactants are CCOC(=O)Cn1c(-c2ccc(Br)cc2)nc2cccnc21, CCO. The product is O=C(O)Cn1c(-c2ccc(Br)cc2)nc2cccnc21. As a reaction SMILES: [CH2:1]([CH3:2])[O:3][C:4]([CH2:5][n:6]1[c:7](-[c:15]2[cH:16][cH:17][c:18]([Br:21])[cH:19][cH:20]2)[n:8][c:9]2[c:10]1[n:11][cH:12][cH:13][cH:14]2)=[O:22].[CH3:23][CH2:24][OH:25]>>[O:3]=[C:4]([CH2:5][n:6]1[c:7](-[c:15]2[cH:16][cH:17][c:18]([Br:21])[cH:19][cH:20]2)[n:8][c:9]2[c:10]1[n:11][cH:12][cH:13][cH:14]2)[OH:22].